This data is from the Open Reaction Database (ORD), a public repository of structured organic reaction records. The task is: describe an organic reaction: reactants, conditions, products, and yield The reactants are C1(=CC=CC=C1)C1=NC2=CC=CC=C2C(=N1)C(=O)OCC (ethyl 2-phenylquinazoline-4-carboxylate), solution, C(CCC)[Li] (butyllithium), O1CCOC12CCNCC2 (1,4-dioxa-8-azaspiro[4,5]decane), O (water). Solvent: O1CCCC1 (tetrahydrofuran), CCCCCC (hexane), O1CCCC1 (tetrahydrofuran). Conditions: time 30 minute. Product: C1(=CC=CC=C1)C1=NC2=CC=CC=C2C(=N1)C(=O)N1CCC(CC1)=O (1-[(2-phenylquinazolin-4-yl)-carbonyl]-piperidin-4-one). As a reaction SMILES: C([Li])CCC.[O:6]1[C:10]2([CH2:15][CH2:14][NH:13][CH2:12][CH2:11]2)OCC1.[C:16]1([C:22]2[N:31]=[C:30]([C:32](OCC)=[O:33])[C:29]3[C:24](=[CH:25][CH:26]=[CH:27][CH:28]=3)[N:23]=2)[CH:21]=[CH:20][CH:19]=[CH:18][CH:17]=1.O>CCCCCC.O1CCCC1>[C:16]1([C:22]2[N:31]=[C:30]([C:32]([N:13]3[CH2:12][CH2:11][C:10](=[O:6])[CH2:15][CH2:14]3)=[O:33])[C:29]3[C:24](=[CH:25][CH:26]=[CH:27][CH:28]=3)[N:23]=2)[CH:17]=[CH:18][CH:19]=[CH:20][CH:21]=1. Reported procedure: A 1.6M solution of butyllithium in hexane (37 ml) is added, under a nitrogen atmosphere and at 0° C., to 1,4-dioxa-8-azaspiro[4,5]decane (7.5 ml) in anhydrous tetrahydrofuran (30 ml). After 30 minutes, a solution of ethyl 2-phenylquinazoline-4-carboxylate (8 g) in anhydrous tetrahydrofuran (30 ml) is added. After 2 hours at ambient temperature, water is added and the mixture is extracted with methylene chloride. The organic phase is washed with water, dried over magnesium sulphate and evaporated... Starting materials: OC1=CC=C(C=C1)C1C2=CC(=CC=C2C2=CC=C3C(=C12)C=CC=C3)OC (11-(4-hydroxyphenyl)-9-methoxy-11H-benzo[a]fluorene), Cl.ClCCN(C(C)C)C(C)C (2-chloroethyl-bis(isopropyl)amine hydrochloride), C([O-])([O-])=O.[K+].[K+] (potassium carbonate). Run in C(C)C(=O)C (methyl ethyl ketone). Yields the product COC1=CC=C2C3=CC=C4C(=C3C(C2=C1)C1=CC=C(C=C1)OCCN(C(C)C)C(C)C)C=CC=C4 (9-methoxy-11-[4-(2-bis(isopropyl)aminoethoxy)phenyl]-11H-benzo[a]fluorene). Reaction SMILES: [OH:1][C:2]1[CH:7]=[CH:6][C:5]([CH:8]2[C:20]3[C:15](=[CH:16][CH:17]=[C:18]4[CH:24]=[CH:23][CH:22]=[CH:21][C:19]4=3)[C:14]3[C:9]2=[CH:10][C:11]([O:25][CH3:26])=[CH:12][CH:13]=3)=[CH:4][CH:3]=1.Cl.Cl[CH2:29][CH2:30][N:31]([CH:35]([CH3:37])[CH3:36])[CH:32]([CH3:34])[CH3:33].C(=O)([O-])[O-].[K+].[K+]>C(C(C)=O)C>[CH3:26][O:25][C:11]1[CH:10]=[C:9]2[C:14]([C:15]3[C:20]([CH:8]2[C:5]2[CH:4]=[CH:3][C:2]([O:1][CH2:29][CH2:30][N:31]([CH:35]([CH3:37])[CH3:36])[CH:32]([CH3:34])[CH3:33])=[CH:7][CH:6]=2)=[C:19]2[CH:21]=[CH:22][CH:23]=[CH:24][C:18]2=[CH:17][CH:16]=3)=[CH:13][CH:12]=1 |f:1.2,3.4.5|. Reported procedure: A 7 g portion of the compound of Example 1 was reacted with 6.6 g of 2-chloroethyl-bis(isopropyl)amine hydrochloride in the presence of 12.2 g of potassium carbonate in 75 ml of methyl ethyl ketone. The mixture was stirred under reflux for 72 hours, and was then worked up as described in Example 5. The impure product was chromatographed over silica gel with a gradient solvent proceeding from toluene to 9:1 toluene:ethyl acetate. Concentration of the product-containing fractions gave 4.16 g of th... Starting materials: Cc1cnc2ccnn2c1-c1cccc(C(F)(F)F)c1, ClC(Cl)Cl, Cln1nnc2ccccc21, [Na+], [OH-]. Product: Cc1cnc2c(Cl)cnn2c1-c1cccc(C(F)(F)F)c1. Reaction SMILES: [CH3:1][c:2]1[cH:3][n:4][c:5]2[n:6]([c:7]1-[c:8]1[cH:9][c:10]([C:14]([F:15])([F:16])[F:17])[cH:11][cH:12][cH:13]1)[n:18][cH:19][cH:20]2.[CH:33]([Cl:34])([Cl:35])[Cl:36].[Cl:21][n:22]1[c:23]2[cH:24][cH:25][cH:26][cH:27][c:28]2[n:29][n:30]1.[Na+:32].[OH-:31]>>[CH3:1][c:2]1[cH:3][n:4][c:5]2[n:6]([c:7]1-[c:8]1[cH:9][c:10]([C:14]([F:15])([F:16])[F:17])[cH:11][cH:12][cH:13]1)[n:18][cH:19][c:20]2[Cl:21].